From a dataset of the Open Reaction Database (ORD), a public repository of structured organic reaction records. describe an organic reaction: reactants, conditions, products, and yield The reactants are ClC1=NC=CC(=C1)Cl (2,4-dichloropyridine), [Li+].CC(C)[N-]C(C)C (LDA), ClC(=O)OCC (ethyl chloroformate), C(=O)(O)[O-].[Na+] (NaHCO3). The solvent is C1CCOC1 (THF), C1CCOC1 (THF). Conditions: temperature -78 celsius, time 1 hour. Yields the product ClC1=NC=CC(=C1CO)Cl ((2,4-dichloro-pyridin-3-yl)-methanol), C(C)OC(C1=C(N=CC=C1Cl)Cl)=O (2,4-dichloro-nicotinic acid ethyl ester). Isolated yield 80.1%. As a reaction SMILES: [Cl:1][C:2]1[CH:7]=[C:6]([Cl:8])[CH:5]=[CH:4][N:3]=1.[Li+].CC([N-]C(C)C)C.Cl[C:18]([O:20][CH2:21][CH3:22])=[O:19].C([O-])(O)=O.[Na+]>C1COCC1>[Cl:1][C:2]1[C:7]([CH2:18][OH:19])=[C:6]([Cl:8])[CH:5]=[CH:4][N:3]=1.[CH2:21]([O:20][C:18](=[O:19])[C:7]1[C:6]([Cl:8])=[CH:5][CH:4]=[N:3][C:2]=1[Cl:1])[CH3:22] |f:1.2,4.5|. Reported procedure: The required (2,4-dichloro-pyridin-3-yl)-methanol was prepared as follows: To a solution of 2,4-dichloropyridine (3.00 mL; 27.8 mmol) in THF (25 mL) was added dropwise a solution of LDA (15.3 mL; 2.00 mol/l in THF/heptane/ethylbenzene; 30.6 mmol), at −78° C. The resulting mixture was stirred at −78° C. for 1 h. Subsequently, a solution of ethyl chloroformate (3.2 mL; 33.33 mmol) in THF (5 mL), was added dropwise, at −78° C. and the mixture was stirred for another 1 h at the same temperature. To ... Reactants: O=C(c1cc(O)ccc1F)c1ccc(Br)cc1Cl, O=C([O-])[O-], C1COCCO1, Cc1cc(Cl)ccc1N, [Cs+], [Cs+], O=C(C=Cc1ccccc1)C=Cc1ccccc1, O=C(C=Cc1ccccc1)C=Cc1ccccc1, O=C(C=Cc1ccccc1)C=Cc1ccccc1, [Pd], [Pd]. Yields the product Cc1cc(Cl)ccc1Nc1ccc(C(=O)c2cc(O)ccc2F)c(Cl)c1. As a reaction SMILES: [Br:10][c:11]1[cH:12][c:13]([Cl:27])[c:14]([C:17](=[O:18])[c:19]2[c:20]([F:26])[cH:21][cH:22][c:23]([OH:25])[cH:24]2)[cH:15][cH:16]1.[C:28](=[O:29])([O-:30])[O-:31].[CH2:34]1[O:35][CH2:36][CH2:37][O:38][CH2:39]1.[Cl:1][c:2]1[cH:3][c:4]([CH3:9])[c:5]([NH2:8])[cH:6][cH:7]1.[Cs+:32].[Cs+:33].[O:42]=[C:43]([CH:44]=[CH:45][c:46]1[cH:47][cH:48][cH:49][cH:50][cH:51]1)[CH:52]=[CH:53][c:54]1[cH:55][cH:56][cH:57][cH:58][cH:59]1.[O:60]=[C:61]([CH:62]=[CH:63][c:64]1[cH:65][cH:66][cH:67][cH:68][cH:69]1)[CH:70]=[CH:71][c:72]1[cH:73][cH:74][cH:75][cH:76][cH:77]1.[O:78]=[C:79]([CH:80]=[CH:81][c:82]1[cH:83][cH:84][cH:85][cH:86][cH:87]1)[CH:88]=[CH:89][c:90]1[cH:91][cH:92][cH:93][cH:94][cH:95]1.[Pd:40].[Pd:41]>>[Cl:1][c:2]1[cH:3][c:4]([CH3:9])[c:5]([NH:8][c:11]2[cH:12][c:13]([Cl:27])[c:14]([C:17](=[O:18])[c:19]3[c:20]([F:26])[cH:21][cH:22][c:23]([OH:25])[cH:24]3)[cH:15][cH:16]2)[cH:6][cH:7]1. The reactants are O=C1CCC(=O)N1Br, Cc1c(C#N)cnn1-c1c(Cl)cc(C(F)(F)F)cc1Cl, ClC(Cl)(Cl)Cl. The product is N#Cc1cnn(-c2c(Cl)cc(C(F)(F)F)cc2Cl)c1CBr. Reaction SMILES: [Br:21][N:22]1[C:23](=[O:24])[CH2:25][CH2:26][C:27]1=[O:28].[C:1](#[N:2])[c:3]1[cH:4][n:5][n:6](-[c:9]2[c:10]([Cl:20])[cH:11][c:12]([C:16]([F:17])([F:18])[F:19])[cH:13][c:14]2[Cl:15])[c:7]1[CH3:8].[C:29]([Cl:30])([Cl:31])([Cl:32])[Cl:33]>>[C:1](#[N:2])[c:3]1[cH:4][n:5][n:6](-[c:9]2[c:10]([Cl:20])[cH:11][c:12]([C:16]([F:17])([F:18])[F:19])[cH:13][c:14]2[Cl:15])[c:7]1[CH2:8][Br:21]. Reactants: CCOC(=O)N1C=Cc2cc(OCCCO)c(OC)cc2C1Cc1cccc(OCC)c1, CC(=O)OC(C)=O, c1ccncc1. Yields the product CCOC(=O)N1C=Cc2cc(OCCCOC(C)=O)c(OC)cc2C1Cc1cccc(OCC)c1. As a reaction SMILES: [CH2:1]([CH3:2])[O:3][C:4](=[O:5])[N:6]1[CH:7]([CH2:23][c:24]2[cH:25][c:26]([O:30][CH2:31][CH3:32])[cH:27][cH:28][cH:29]2)[c:8]2[cH:9][c:10]([O:21][CH3:22])[c:11]([O:16][CH2:17][CH2:18][CH2:19][OH:20])[cH:12][c:13]2[CH:14]=[CH:15]1.[CH3:33][C:34](=[O:35])[O:36][C:37](=[O:38])[CH3:39].[cH:40]1[cH:41][cH:42][n:43][cH:44][cH:45]1>>[CH2:1]([CH3:2])[O:3][C:4](=[O:5])[N:6]1[CH:7]([CH2:23][c:24]2[cH:25][c:26]([O:30][CH2:31][CH3:32])[cH:27][cH:28][cH:29]2)[c:8]2[cH:9][c:10]([O:21][CH3:22])[c:11]([O:16][CH2:17][CH2:18][CH2:19][O:20][C:34]([CH3:33])=[O:35])[cH:12][c:13]2[CH:14]=[CH:15]1.